This data is from the Open Reaction Database (ORD), a public repository of structured organic reaction records. The task is: describe an organic reaction: reactants, conditions, products, and yield Reactants: C(C)OC(CCC(CC1=CNC2=CC=CC=C12)N(C(C1=CC(=CC(=C1)C(F)(F)F)C(F)(F)F)=O)C)=O (4-[N-methyl-N-(3,5-bistrifluoromethyl-benzoyl)-amino]-5-(1H-indol-3-yl)-pentanoic acid ethyl ester), [OH-].[Li+] (lithium hydroxide). Solvent: O1CCCC1.CO.O (tetrahydrofuran methanol water). The product is CN(C(C1=CC(=CC(=C1)C(F)(F)F)C(F)(F)F)=O)C(CCC(=O)O)CC1=CNC2=CC=CC=C12 (4-[N-Methyl-N-(3,5-bistrifluoromethyl-benzoyl)-amino]-5-(1H-indol-3-yl)-pentanoic acid). As a reaction SMILES: C([O:3][C:4](=[O:36])[CH2:5][CH2:6][CH:7]([N:18]([CH3:35])[C:19](=[O:34])[C:20]1[CH:25]=[C:24]([C:26]([F:29])([F:28])[F:27])[CH:23]=[C:22]([C:30]([F:33])([F:32])[F:31])[CH:21]=1)[CH2:8][C:9]1[C:17]2[C:12](=[CH:13][CH:14]=[CH:15][CH:16]=2)[NH:11][CH:10]=1)C.[OH-].[Li+]>O1CCCC1.CO.O>[CH3:35][N:18]([CH:7]([CH2:8][C:9]1[C:17]2[C:12](=[CH:13][CH:14]=[CH:15][CH:16]=2)[NH:11][CH:10]=1)[CH2:6][CH2:5][C:4]([OH:36])=[O:3])[C:19](=[O:34])[C:20]1[CH:21]=[C:22]([C:30]([F:33])([F:32])[F:31])[CH:23]=[C:24]([C:26]([F:29])([F:28])[F:27])[CH:25]=1 |f:1.2,3.4.5|. Reported procedure: A solution of 30 g of 4-[N-methyl-N-(3,5-bistrifluoromethyl-benzoyl)-amino]-5-(1H-indol-3-yl)-pentanoic acid ethyl ester and 3.7 g of lithium hydroxide in 210 ml of tetrahydrofuran/methanol/water=2/2/1 is stirred at room temperature for 3 hours and then concentrated by evaporation. The residue is dissolved in 300 ml of water, extracted with ether, acidified to pH=2 with 0.1N hydrochloric acid and extracted three times with ether. The combined organic phases originating from the extraction of the... Reactants: C(CO)(=O)[O-] (glycolate), CCC(CC)COC(C1=CC=CC=C1)(C2=CC=CC=C2)C(=O)N(C)CC[NH+](C)C.[Cl-] (X-100), O=O (oxygen), O=O (oxygen). Reaction conditions: time 3.75 hour. The product is C(C=O)(=O)O (glyoxylic acid), C(C(=O)O)(=O)O (oxalic acid). As a reaction SMILES: [C:1]([O-:5])(=[O:4])[CH2:2][OH:3].CCC(C[O:12]C(C(N(CC[NH+](C)C)C)=O)(C1C=CC=CC=1)C1C=CC=CC=1)CC.[Cl-].O=O>>[C:1]([OH:5])(=[O:4])[CH:2]=[O:3].[C:2]([OH:12])(=[O:3])[C:1]([OH:5])=[O:4] |f:1.2|. Procedure: The reaction in Example 16 was repeated using 15.0 g of Hansenula polymorpha transformant GO1 (109 IU glycolate oxidase and 530,000 IU catalase) which had been permeabilized by treatment with 0.1% Triton X-100/1 freeze-thaw. The mixture was then stirred at 500 rpm and at 5° C. under 120 psig of oxygen, and oxygen was bubbled through the mixture at 50 mL/min using a sparge tube located below the surface of the reaction mixture. After 3.75 h, the yields of glyoxylic acid, oxalic acid, and formic a... Starting materials: C(C1=CC=CC=C1)Br (benzyl bromide), N1=CC=C(C=C1)C=1OC2=C(N1)C=CC=C2 (2-(4-pyridinyl)benzoxazole). The solvent is C(C)#N (acetonitrile), C(C)#N (acetonitrile). Run at time 10 minute. Yields the product N1CCC(CC1)C=1OC2=C(N1)C=CC=C2 (2-(4-Piperidinyl)benzoxazole). The yield is 69.3%. RXN SMILES: C(Br)C1C=CC=CC=1.[N:9]1[CH:14]=[CH:13][C:12]([C:15]2[O:16][C:17]3[CH:23]=[CH:22][CH:21]=[CH:20][C:18]=3[N:19]=2)=[CH:11][CH:10]=1>C(#N)C>[NH:9]1[CH2:10][CH2:11][CH:12]([C:15]2[O:16][C:17]3[CH:23]=[CH:22][CH:21]=[CH:20][C:18]=3[N:19]=2)[CH2:13][CH2:14]1. Reported procedure: A solution of 1.71 g of benzyl bromide in 10 ml of acetonitrile is added to a solution of 1.96 g of 2-(4-pyridinyl)benzoxazole in 25 ml of hot acetonitrile. After 10 minutes the product begins to crystallize out of solution. The mixture is heated on the steam bath for 2 hours and then diluted with ether and filtered. The crude solid is dissolved in 50 ml of 1:1 methanol-water and treated portionwise with 2 g of sodium borohydride. The mixture is diluted with water and 2.4 g of the solid product ... Starting materials: ClC1=C(C(=CC=C1)Cl)N=C=O (2,6-Dichlorophenyl isocyanate), NC=1C2=C(N=CN1)C=CS2 (4-aminothieno[3,2-d]pyrimidine), resultant mixture. Run in C(C)#N (acetonitrile). The product is ClC1=C(C(=CC=C1)Cl)NC(=O)NC=1C2=C(N=CN1)C=CS2 (1-(2,6-dichlorophenyl)-3-(thieno[3,2-d]pyrimidin-4-yl)urea). The yield is 229.1%. Reaction SMILES: [Cl:1][C:2]1[CH:7]=[CH:6][CH:5]=[C:4]([Cl:8])[C:3]=1[N:9]=[C:10]=[O:11].[NH2:12][C:13]1[C:14]2[S:21][CH:20]=[CH:19][C:15]=2[N:16]=[CH:17][N:18]=1>C(#N)C>[Cl:1][C:2]1[CH:7]=[CH:6][CH:5]=[C:4]([Cl:8])[C:3]=1[NH:9][C:10]([NH:12][C:13]1[C:14]2[S:21][CH:20]=[CH:19][C:15]=2[N:16]=[CH:17][N:18]=1)=[O:11]. Procedure details: 2,6-Dichlorophenyl isocyanate (0.075 g) was added to a mixture of 4-aminothieno[3,2-d]pyrimidine (Tetrahedron, 1971, 27, 487; 0.201 g) and acetonitrile (16 ml) and the resultant mixture was stirred at ambient temperature for 16 hours. The precipitate was isolated and washed in turn with diethyl ether and methanol. There was thus obtained the title compound (0.31 g); NMR Spectrum: (DMSOd6) 7.25 (t, 1H), 7.45 (d, 1H), 7.55 (d, 1H), 7.95 (d, 1H), 8.4 (s, 1H), 8.8 (s, 1H), 11.7 (br s, 1H); Mass Spec... The reactants are CC(C)=O.C(=O)=O (2-propanone CO2), [Na] (sodium), 75, BrCCCOC1OCCCC1 (2-(3-bromopropoxy)tetrahydro-2H-pyran), 1,1-oxybisethane, 200, [Cl-].[NH4+] (ammonium chloride), 64.5, FC1=CC=C(C=C1)C1OCC2=CC=CC=C12 (1-(4-fluorophenyl)-1,3-dihydroisobenzofuran), CC(C)=O.C(=O)=O (2-propanone CO2), N (ammonia). The reagents and catalysts are [Fe](Cl)(Cl)Cl (iron (III)chloride). Solvent: O(CC)CC (1,1'-oxybisethane), O (water), O(CC)CC (1,1'-oxybisethane). Reaction conditions: time 8 hour. The product is FC1=CC=C(C=C1)C1(OCC2=CC=CC=C12)CCCOC1OCCCC1 (1-(4-fluorophenyl)-1,3-dihydro-1-[3-(tetrahydro-2H-pyran-2-yloxy)propyl]isobenzofuran), intermediate 10. RXN SMILES: CC(=O)C.C(=O)=O.N.[Na].[F:10][C:11]1[CH:16]=[CH:15][C:14]([CH:17]2[C:25]3[C:20](=[CH:21][CH:22]=[CH:23][CH:24]=3)[CH2:19][O:18]2)=[CH:13][CH:12]=1.Br[CH2:27][CH2:28][CH2:29][O:30][CH:31]1[CH2:36][CH2:35][CH2:34][CH2:33][O:32]1.[Cl-].[NH4+]>[Fe](Cl)(Cl)Cl.O.O(CC)CC>[F:10][C:11]1[CH:16]=[CH:15][C:14]([C:17]2([CH2:27][CH2:28][CH2:29][O:30][CH:31]3[CH2:36][CH2:35][CH2:34][CH2:33][O:32]3)[C:25]3[C:20](=[CH:21][CH:22]=[CH:23][CH:24]=3)[CH2:19][O:18]2)=[CH:13][CH:12]=1 |f:0.1,6.7,^1:8|. Procedure details: To a stirred and cooled (2-propanone/CO2 -bath) amount of 1080 parts of ammonia was added 1 part of iron (III)chloride, followed by the portionwise addition of 7.7 parts of sodium under nitrogen atmosphere. After stirring for 20 minutes, there was added dropwise a solution of 64.5 parts of 1-(4-fluorophenyl)-1,3-dihydroisobenzofuran in 105 parts of 1,1'-oxybisethane while still cooling. Then there was added dropwise a solution of 75 parts of 2-(3-bromopropoxy)tetrahydro-2H-pyran in 37 parts of 1... Starting materials: [BH4-], CC(=O)NC1CCCC1[Hg]Cl, CCO, C=C(Cl)C#N, [Na+]. Yields the product CC(=O)NC1CCCC1CC(Cl)C#N. Reaction SMILES: [BH4-:17].[C:1]([CH3:2])(=[O:3])[NH:4][CH:5]1[CH:6]([Hg:10][Cl:11])[CH2:7][CH2:8][CH2:9]1.[CH3:19][CH2:20][OH:21].[Cl:12][C:13]([C:14]#[N:15])=[CH2:16].[Na+:18]>>[C:1]([CH3:2])(=[O:3])[NH:4][CH:5]1[CH:6]([CH2:16][CH:13]([Cl:12])[C:14]#[N:15])[CH2:7][CH2:8][CH2:9]1.